From a dataset of the Open Reaction Database (ORD), a public repository of structured organic reaction records. describe an organic reaction: reactants, conditions, products, and yield Reactants: ( ε10800 ), ( ε4800 ), C(C)(=O)OC[C@@]1([C@@H](C[C@@H](O1)N1C(=O)NC(=O)C(C)=C1)OS(=O)(=O)C)C#C (1-(5-O-Acetyl-2-deoxy-3-O-methanesulfonyl-4-ethynyl-β-D-threo-pentofuranosyl)thymine), C1CC2=NCCCN2C1 (DBN), (MeOH)λmax. Run in CC#N (CH3CN). Run at time 12 hour. Yields the product C(#C)[C@]1(C=C[C@@H](O1)N1C(=O)NC(=O)C(C)=C1)CO (2′,3′-didehydro-3′-deoxy-4′-ethynylthymidine). RXN SMILES: C([O:4][CH2:5][C@@:6]1([C:25]#[CH:26])[O:10][C@@H:9]([N:11]2[CH:19]=[C:17]([CH3:18])[C:15](=[O:16])[NH:14][C:12]2=[O:13])[CH2:8][C@H:7]1OS(C)(=O)=O)(=O)C.C1CN2C(=NCCC2)C1>CC#N>[C:25]([C@:6]1([CH2:5][OH:4])[O:10][C@@H:9]([N:11]2[CH:19]=[C:17]([CH3:18])[C:15](=[O:16])[NH:14][C:12]2=[O:13])[CH:8]=[CH:7]1)#[CH:26]. Procedure: A mixture of 13 (105 mg, 0.272 mmol) and DBN (101 μL, 0.815 mmol) in CH3CN (10 mL) was refluxed for 11 h. After being quenched with AcOH, the reaction mixture was partitioned between CHCl3/saturated aqueous NaHCO3 (60 mL×3/20 mL). The product, obtained after purification by silica gel column chromatography (hexane/EtOAc=1/1) of the organic layer, was dissolved in saturated NH3 in MeOH (30 mL), and kept at room temperature for 12 h. Evaporation of the solvent followed by preparative TLC (hexane/E... Reactants: Cc1cn(C2OC(COC(=O)C(C)NC(=O)OC(C)(C)C)C(C)(O)C2(C)F)c(=O)[nH]c1=O, O=C([O-])O, ClCCl, [Na+], O, O=C(O)C(F)(F)F. Product: Cc1cn(C2OC(COC(=O)C(C)N)C(C)(O)C2(C)F)c(=O)[nH]c1=O. Reaction SMILES: [C:1]([O:2][C:3](=[O:4])[NH:8][CH:9]([C:10](=[O:11])[O:12][CH2:13][CH:14]1[O:15][CH:16]([n:23]2[c:24](=[O:31])[nH:25][c:26](=[O:30])[c:27]([CH3:29])[cH:28]2)[C:17]([CH3:21])([F:22])[C:18]1([CH3:19])[OH:20])[CH3:32])([CH3:5])([CH3:6])[CH3:7].[C:41](=[O:42])([OH:43])[O-:44].[Cl:46][CH2:47][Cl:48].[Na+:45].[OH2:40].[OH:33][C:34]([C:35]([F:36])([F:37])[F:38])=[O:39]>>[NH2:8][CH:9]([C:10](=[O:11])[O:12][CH2:13][CH:14]1[O:15][CH:16]([n:23]2[c:24](=[O:31])[nH:25][c:26](=[O:30])[c:27]([CH3:29])[cH:28]2)[C:17]([CH3:21])([F:22])[C:18]1([CH3:19])[OH:20])[CH3:32]. Starting materials: C([O-])(O)=O.[Na+] (sodium bicarbonate), C(C)(C)(C)C1C(C(C(C1(C)C)=O)(C(CCCCCC(=O)OC)O)O[SiH3])C=CC(CCCCC)O[Si](C)(C)C(C)(C)C (4-t-butyldimethyl silyloxy-3-(3-t-butyldimethylsilyloxy-1-octenyl)-2-(1-hydroxy-6-methoxycarbonylhexyl)cyclopentanone), ( 1 ), C(C)(=O)O (acetic acid), O1CCCC1 (tetrahydrofuran). Solvent: C(C)(=O)OCC (ethyl acetate), CCCCCC (hexane), O (water), C(C)(=O)OCC (ethyl acetate), mixed solvent. Run at temperature 80 celsius, time 7 hour. Product: OC(C=CC1C=CC(C1C(CCCCCC(=O)OC)O)=O)CCCCC (4-(3-hydroxy-1-octenyl)-5-(1-hydroxy-6-methoxycarbonylhexyl)cyclopentenone). Isolated yield 1.0%. Reaction SMILES: C([CH:5]1[C:9](C)(C)[C:8](=[O:12])[C:7](O[SiH3])([CH:13]([OH:23])[CH2:14][CH2:15][CH2:16][CH2:17][CH2:18][C:19]([O:21][CH3:22])=[O:20])[CH:6]1[CH:26]=[CH:27][CH:28]([O:34][Si](C(C)(C)C)(C)C)[CH2:29][CH2:30][CH2:31][CH2:32][CH3:33])(C)(C)C.C(O)(=O)C.O1CCCC1.C(=O)(O)[O-].[Na+]>C(OCC)(=O)C.CCCCCC.O>[OH:34][CH:28]([CH2:29][CH2:30][CH2:31][CH2:32][CH3:33])[CH:27]=[CH:26][CH:6]1[CH:7]([CH:13]([OH:23])[CH2:14][CH2:15][CH2:16][CH2:17][CH2:18][C:19]([O:21][CH3:22])=[O:20])[C:8](=[O:12])[CH:9]=[CH:5]1 |f:3.4|. Reported procedure: 370 mg (60 mmoles) of 4-t-butyldimethyl silyloxy-3-(3-t-butyldimethylsilyloxy-1-octenyl)-2-(1-hydroxy-6-methoxycarbonylhexyl)cyclopentanone obtained in Example 22, (1) was dissolved in 10 ml of a mixed solvent consisting of acetic acid, tetrahydrofuran and water in a ratio of 2:1:1, and the solution was stirred at 80° C. for 7 hours. An aqueous solution of sodium bicarbonate and ethyl acetate were added to perform extraction. The organic layers were combined, washed with a saturated aqueous solu... Run in CN(C=O)C (dimethylformamide). Yields the product ClC1=C2C=C(N(C2=CC(=C1)OC1=CC=C(C=C1)C=O)C)C(=O)OCC (ethyl 4-chloro-6-(4-formylphenoxy)-1-methyl-2-indolecarboxylate). Procedure: After 1.00 g (3.94 mmol) of ethyl 4-chloro-6-hydroxy-1-methyl-2-indolecarboxylate was added to a suspension of 0.16 g (3.94 mmol) of 60% sodium hydride and 30 ml of dimethylformamide, the suspension was stirred at room temperature until the mixture became an almost transparent solution. Then 0.54 g (4.34 mmol) of 4-fluoro-benzaldehyde was added to the solution at room temperature followed by stirring for 10 hours at 70° C. The reaction mixture was poured onto ice water. The resulting mixture was... Isolated yield 64.6%. RXN SMILES: [Cl:1][C:2]1[CH:10]=[C:9]([OH:11])[CH:8]=[C:7]2[C:3]=1[CH:4]=[C:5]([C:13]([O:15][CH2:16][CH3:17])=[O:14])[N:6]2[CH3:12].[H-].[Na+].F[C:21]1[CH:28]=[CH:27][C:24]([CH:25]=[O:26])=[CH:23][CH:22]=1>CN(C)C=O>[Cl:1][C:2]1[CH:10]=[C:9]([O:11][C:21]2[CH:28]=[CH:27][C:24]([CH:25]=[O:26])=[CH:23][CH:22]=2)[CH:8]=[C:7]2[C:3]=1[CH:4]=[C:5]([C:13]([O:15][CH2:16][CH3:17])=[O:14])[N:6]2[CH3:12] |f:1.2|. The reactants are ClC1=C2C=C(N(C2=CC(=C1)O)C)C(=O)OCC (ethyl 4-chloro-6-hydroxy-1-methyl-2-indolecarboxylate), [H-].[Na+] (sodium hydride), FC1=CC=C(C=O)C=C1 (4-fluoro-benzaldehyde). The reactants are COc1cc2c(NC(=S)Nc3c(C)cccc3C)ncnc2cc1OCC1CCN(C)CC1, CO, ClC(Cl)Cl, N. Product: COc1cc2c(NC(=N)Nc3c(C)cccc3C)ncnc2cc1OCC1CCN(C)CC1. As a reaction SMILES: [CH3:1][c:2]1[c:3]([NH:9][C:10](=[S:11])[NH:12][c:13]2[n:14][cH:15][n:16][c:17]3[cH:18][c:19]([O:25][CH2:26][CH:27]4[CH2:28][CH2:29][N:30]([CH3:33])[CH2:31][CH2:32]4)[c:20]([O:23][CH3:24])[cH:21][c:22]23)[c:4]([CH3:8])[cH:5][cH:6][cH:7]1.[CH3:35][OH:36].[CH:37]([Cl:38])([Cl:39])[Cl:40].[NH3:34]>>[CH3:1][c:2]1[c:3]([NH:9][C:10]([NH:12][c:13]2[n:14][cH:15][n:16][c:17]3[cH:18][c:19]([O:25][CH2:26][CH:27]4[CH2:28][CH2:29][N:30]([CH3:33])[CH2:31][CH2:32]4)[c:20]([O:23][CH3:24])[cH:21][c:22]23)=[NH:34])[c:4]([CH3:8])[cH:5][cH:6][cH:7]1.